This data is from the Open Reaction Database (ORD), a public repository of structured organic reaction records. The task is: describe an organic reaction: reactants, conditions, products, and yield Reactants: C1CCOC1, COC(=O)C1CCCN1Cc1ccccc1, [Li]CCCC, CC(C)=NO, Cl. Yields the product CC(CC(=O)C1CCCN1Cc1ccccc1)=NO. Reaction SMILES: [CH2:28]1[O:29][CH2:30][CH2:31][CH2:32]1.[CH3:11][O:12][C:13](=[O:14])[CH:15]1[N:16]([CH2:20][c:21]2[cH:22][cH:23][cH:24][cH:25][cH:26]2)[CH2:17][CH2:18][CH2:19]1.[CH3:1][CH2:2][CH2:3][CH2:4][Li:5].[CH3:6][C:7]([CH3:8])=[N:9][OH:10].[ClH:27]>>[CH2:6]([C:7]([CH3:8])=[N:9][OH:10])[C:13](=[O:12])[CH:15]1[N:16]([CH2:20][c:21]2[cH:22][cH:23][cH:24][cH:25][cH:26]2)[CH2:17][CH2:18][CH2:19]1. Reactants: CN(C1=CC=C(C(=O)OCC)C=C1)C1=CC=2C(CC=C(C2C=C1C)C)(C)C (ethyl 4-[methyl-(3,5,8,8-tetramethyl-7,8-dihydronaphthalen-2-yl)amino]benzoate), CN(C1=CC=C(C(=O)OCC)C=C1)C1=CC=2C(CC=C(C2C=C1C)C)(C)C (ethyl 4-[methyl-(3,5,8,8-tetramethyl-7,8-dihydronaphthalen-2-yl)amino]benzoate), C(C)O (ethyl alcohol), [OH-].[K+] (KOH). Run in O (water). Conditions: temperature 60 celsius. Product: CN(C1=CC=C(C(=O)O)C=C1)C1=CC=2C(CC=C(C2C=C1C)C)(C)C (4-[Methyl(3,5,8,8-tetramethyl-7,8-dihydronaphthalen-2-yl)amino]benzoic Acid). The yield is 89.4%. Reaction SMILES: [CH3:1][N:2]([C:14]1[C:23]([CH3:24])=[CH:22][C:21]2[C:20]([CH3:25])=[CH:19][CH2:18][C:17]([CH3:27])([CH3:26])[C:16]=2[CH:15]=1)[C:3]1[CH:13]=[CH:12][C:6]([C:7]([O:9]CC)=[O:8])=[CH:5][CH:4]=1.C(O)C.[OH-].[K+]>O>[CH3:1][N:2]([C:14]1[C:23]([CH3:24])=[CH:22][C:21]2[C:20]([CH3:25])=[CH:19][CH2:18][C:17]([CH3:27])([CH3:26])[C:16]=2[CH:15]=1)[C:3]1[CH:4]=[CH:5][C:6]([C:7]([OH:9])=[O:8])=[CH:12][CH:13]=1 |f:2.3|. Procedure: Following previously described General Procedure E, to a solution of ethyl 4-[methyl-(3,5,8,8-tetramethyl-7,8-dihydronaphthalen-2-yl)amino]benzoate (Compound 40, 0.05 g, 0.14 mmol) and 2 mL of absolute ethyl alcohol was added aqueous 5M KOH (0.3 mL). The resulting solution was heated in an 60° C. bath for 24 h. The solution was cooled to room temperature, diluted with water and washed once with 2:1 hexane:ethyl acetate solution, and the layers were separated. The aqueous layer was acidified with... The reactants are C(C)(C)N(CC)C(C)C (diisopropylethylamine), FC=1C=C(C(=O)Cl)C=CC1F (3,4-difluorobenzoyl chloride), Cl.NCC1=C2C(N(C(C2=CC=C1)=O)C1C(NC(CC1)=O)=O)=O (4-aminomethyl-2-(2,6-dioxo-piperidin-3-yl)-isoindole-1,3-dione hydrochloride). The solvent is C(Cl)Cl (CH2Cl2). Reaction conditions: time 8 hour. The product is O=C1NC(CCC1N1C(C2=CC=CC(=C2C1=O)CNC(C1=CC(=C(C=C1)F)F)=O)=O)=O (N-[2-(2,6-dioxo-piperidin-3-yl)-1,3-dioxo-2,3-dihydro-1H-isoindol-4-ylmethyl]-3,4-difluoro-benzamide). Yield: 75.8%. RXN SMILES: Cl.[NH2:2][CH2:3][C:4]1[CH:12]=[CH:11][CH:10]=[C:9]2[C:5]=1[C:6](=[O:22])[N:7]([CH:14]1[CH2:19][CH2:18][C:17](=[O:20])[NH:16][C:15]1=[O:21])[C:8]2=[O:13].C(N(C(C)C)CC)(C)C.[F:32][C:33]1[CH:34]=[C:35]([CH:39]=[CH:40][C:41]=1[F:42])[C:36](Cl)=[O:37]>C(Cl)Cl>[O:21]=[C:15]1[CH:14]([N:7]2[C:6](=[O:22])[C:5]3[C:9](=[CH:10][CH:11]=[CH:12][C:4]=3[CH2:3][NH:2][C:36](=[O:37])[C:35]3[CH:39]=[CH:40][C:41]([F:42])=[C:33]([F:32])[CH:34]=3)[C:8]2=[O:13])[CH2:19][CH2:18][C:17](=[O:20])[NH:16]1 |f:0.1|. Procedure: To a stirred suspension of 4-aminomethyl-2-(2,6-dioxo-piperidin-3-yl)-isoindole-1,3-dione hydrochloride (0.7 g, 2.16 mmol) in CH2Cl2 (60 ml), was added diisopropylethylamine (0.94 mL, 5.4 mmol) and 3,4-difluorobenzoyl chloride (0.5 g, 2.8 mmol). The mixture was stirred at room temperature overnight and a suspension was obtained. The reaction mixture was quenched with MeOH (1 mL) and was filtered. The solid was rinsed with CH2Cl2 (5 mL) and then dissolved in acetone (4 mL). Ether (10 mL) and hexa... Reactants: O=C1CCC(=O)N1Br, O=C(OOC(=O)c1ccccc1)c1ccccc1, ClC(Cl)(Cl)Cl, Cc1cc(Cl)cc(C)c1OCC#N. The product is Cc1cc(Cl)cc(CBr)c1OCC#N. RXN SMILES: [Br:14][N:15]1[C:16](=[O:17])[CH2:18][CH2:19][C:20]1=[O:21].[C:22]([O:23][O:24][C:25](=[O:26])[c:27]1[cH:28][cH:29][cH:30][cH:31][cH:32]1)(=[O:33])[c:34]1[cH:35][cH:36][cH:37][cH:38][cH:39]1.[C:40]([Cl:41])([Cl:42])([Cl:43])[Cl:44].[Cl:1][c:2]1[cH:3][c:4]([CH3:13])[c:5]([O:6][CH2:7][C:8]#[N:9])[c:10]([CH3:12])[cH:11]1>>[Cl:1][c:2]1[cH:3][c:4]([CH2:13][Br:14])[c:5]([O:6][CH2:7][C:8]#[N:9])[c:10]([CH3:12])[cH:11]1. The reactants are ClCCl, Oc1cc(F)cc(F)c1, [NH4+], [Ni+], O=[N+]([O-])O, O=S(=O)([O-])[O-]. Product: O=[N+]([O-])c1c(O)cc(F)cc1F. As a reaction SMILES: [Cl:14][CH2:15][Cl:16].[F:1][c:2]1[cH:3][c:4]([OH:9])[cH:5][c:6]([F:8])[cH:7]1.[NH4+:23].[Ni+:22].[OH:10][N+:11]([O-:12])=[O:13].[S:17]([O-:18])([O-:19])(=[O:20])=[O:21]>>[F:1][c:2]1[c:3]([N+:11](=[O:10])[O-:12])[c:4]([OH:9])[cH:5][c:6]([F:8])[cH:7]1. Reactants: CC(C)OC(=O)CBr, O=C([O-])[O-], CN(C)C=O, CC(C)OC(=O)Cn1c(=O)[nH]c(=O)n(-c2cc(N=c3sc(=O)n4n3CCCC4)c(F)cc2Cl)c1=O, [K+], [K+], O. Product: CC(C)OC(=O)Cn1c(=O)n(CC(=O)OC(C)C)c(=O)n(-c2cc(N=c3sc(=O)n4n3CCCC4)c(F)cc2Cl)c1=O. RXN SMILES: [Br:42][CH2:43][C:44](=[O:45])[O:46][CH:47]([CH3:48])[CH3:49].[C:36](=[O:37])([O-:38])[O-:39].[CH3:50][N:51]([CH3:52])[CH:53]=[O:54].[Cl:1][c:2]1[c:3](-[n:20]2[c:21](=[O:35])[n:22]([CH2:28][C:29](=[O:30])[O:31][CH:32]([CH3:33])[CH3:34])[c:23](=[O:27])[nH:24][c:25]2=[O:26])[cH:4][c:5]([N:9]=[c:10]2[s:11][c:12](=[O:19])[n:13]3[n:14]2[CH2:15][CH2:16][CH2:17][CH2:18]3)[c:6]([F:8])[cH:7]1.[K+:40].[K+:41].[OH2:55]>>[Cl:1][c:2]1[c:3](-[n:20]2[c:21](=[O:35])[n:22]([CH2:28][C:29](=[O:30])[O:31][CH:32]([CH3:33])[CH3:34])[c:23](=[O:27])[n:24]([CH2:43][C:44](=[O:45])[O:46][CH:47]([CH3:48])[CH3:49])[c:25]2=[O:26])[cH:4][c:5]([N:9]=[c:10]2[s:11][c:12](=[O:19])[n:13]3[n:14]2[CH2:15][CH2:16][CH2:17][CH2:18]3)[c:6]([F:8])[cH:7]1. Reactants: [Br-], CCOC(=O)c1cccn2cc(C(C)C)nc12, [K+]. Product: CC(C)c1cn2cccc(CO)c2n1. As a reaction SMILES: [Br-:18].[CH:1]([CH3:2])([CH3:3])[c:4]1[n:5][c:6]2[n:7]([cH:8][cH:9][cH:10][c:11]2[C:12](=[O:13])[O:14][CH2:15][CH3:16])[cH:17]1.[K+:19]>>[CH:1]([CH3:2])([CH3:3])[c:4]1[n:5][c:6]2[n:7]([cH:8][cH:9][cH:10][c:11]2[CH2:12][OH:13])[cH:17]1.